Dataset: the Open Reaction Database (ORD), a public repository of structured organic reaction records. Task: describe an organic reaction: reactants, conditions, products, and yield Starting materials: C(C)(C)(C)OC(=O)N1CCC(CC1)C1=NSC(=N1)NC1=NC=C(C(=C1)OC=1C(=NC=C(C(=O)OCC)C1C)C)Br (Ethyl 5-(2-(3-(1-(tert-butoxycarbonyl)piperidin-4-yl)-1,2,4-thiadiazol-5-ylamino)-5-bromopyridin-4-yloxy)-4,6-dimethylnicotinate), [OH-].[Na+] (NaOH). Solvent: CCO (EtOH). Reaction conditions: temperature 60 celsius, time 1 hour. Yields the product C(C)(C)(C)OC(=O)N1CCC(CC1)C1=NSC(=N1)NC1=NC=C(C(=C1)OC=1C(=NC=C(C(=O)O)C1C)C)Br (5-(2-(3-(1-(tert-butoxycarbonyl)piperidin-4-yl)-1,2,4-thiadiazol-5-ylamino)-5-bromopyridin-4-yloxy)-4,6-dimethylnicotinic acid). The yield is 24.8%. As a reaction SMILES: [C:1]([O:5][C:6]([N:8]1[CH2:13][CH2:12][CH:11]([C:14]2[N:18]=[C:17]([NH:19][C:20]3[CH:25]=[C:24]([O:26][C:27]4[C:28]([CH3:39])=[N:29][CH:30]=[C:31]([C:37]=4[CH3:38])[C:32]([O:34]CC)=[O:33])[C:23]([Br:40])=[CH:22][N:21]=3)[S:16][N:15]=2)[CH2:10][CH2:9]1)=[O:7])([CH3:4])([CH3:3])[CH3:2].[OH-].[Na+]>CCO>[C:1]([O:5][C:6]([N:8]1[CH2:13][CH2:12][CH:11]([C:14]2[N:18]=[C:17]([NH:19][C:20]3[CH:25]=[C:24]([O:26][C:27]4[C:28]([CH3:39])=[N:29][CH:30]=[C:31]([C:37]=4[CH3:38])[C:32]([OH:34])=[O:33])[C:23]([Br:40])=[CH:22][N:21]=3)[S:16][N:15]=2)[CH2:10][CH2:9]1)=[O:7])([CH3:4])([CH3:3])[CH3:2] |f:1.2|. Procedure: Ethyl 5-(2-(3-(1-(tert-butoxycarbonyl)piperidin-4-yl)-1,2,4-thiadiazol-5-ylamino)-5-bromopyridin-4-yloxy)-4,6-dimethylnicotinate (0.050 g, 0.08 mmol) was dissolved in EtOH (2 mL). NaOH (1N in H2O, 0.28 ml, 0.28 mmol) was added. The reaction stirred at 60° C. for 1 hour. The solution was cooled and concentrated. The material was acidified with saturated NH4Cl solution and extracted with dichloromethane. The organic layer was washed with water, dried and concentrated to give 5-(2-(3-(1-(tert-butox...